Dataset: the Open Reaction Database (ORD), a public repository of structured organic reaction records. Task: describe an organic reaction: reactants, conditions, products, and yield Reactants: FC1=CC=C(C=C1)C1=CC(=CC=2N(C(=NC21)CC(C)(C)O)C)C(=O)OC (methyl 4-(4-fluorophenyl)-2-(2-hydroxy-2-methylpropyl)-1-methyl-1H-benzimidazole-6-carboxylate), [OH-].[Na+] (sodium hydroxide), CO (MeOH), Cl (HCl). Reaction conditions: temperature 100 celsius. Yields the product CC1=C(C2=C(N(C(=N2)CC(C)(C)O)C)C=C1C(=O)O)C1=CC=C(C=C1)F (Methyl 4-(4-fluorophenyl)-2-(2-hydroxy-2-methylpropyl)-1-methyl-1H-benzimidazole-6-carboxylic acid). As a reaction SMILES: [F:1][C:2]1[CH:7]=[CH:6][C:5]([C:8]2[C:16]3[N:15]=[C:14]([CH2:17][C:18]([OH:21])([CH3:20])[CH3:19])[N:13]([CH3:22])[C:12]=3[CH:11]=[C:10]([C:23]([O:25]C)=[O:24])[CH:9]=2)=[CH:4][CH:3]=1.[OH-].[Na+].Cl.[CH3:30]O>>[CH3:30][C:9]1[C:10]([C:23]([OH:25])=[O:24])=[CH:11][C:12]2[N:13]([CH3:22])[C:14]([CH2:17][C:18]([OH:21])([CH3:19])[CH3:20])=[N:15][C:16]=2[C:8]=1[C:5]1[CH:4]=[CH:3][C:2]([F:1])=[CH:7][CH:6]=1 |f:1.2|. Reported procedure: To a solution of methyl 4-(4-fluorophenyl)-2-(2-hydroxy-2-methylpropyl)-1-methyl-1H-benzimidazole-6-carboxylate (83.7 mg, 0.235 mmol) in MeOH (0.500 mL) was added sodium hydroxide (0.705 mL, 1M, 0.705 mmol). Reaction heated in the microwave at 100° C. for 15 min. HCl (0.352 mL, 2M, 0.705 mmol) was added and the reaction mixture was concentrated. Title compound used as-is with three sodium chloride salts without further purification (122 mg): LC-MS [M+1]=343.2. Reactants: CC(C)(C)N, C1CCOC1, CCOc1c(OCC)c(=O)c1=O. The product is CCOc1c(NC(C)(C)C)c(=O)c1=O. Reaction SMILES: [C:13]([CH3:14])([CH3:15])([CH3:16])[NH2:17].[CH2:18]1[O:19][CH2:20][CH2:21][CH2:22]1.[CH2:1]([O:2][c:4]1[c:5](=[O:12])[c:6](=[O:11])[c:7]1[O:8][CH2:9][CH3:10])[CH3:3]>>[c:4]1([NH:17][C:13]([CH3:14])([CH3:15])[CH3:16])[c:5](=[O:12])[c:6](=[O:11])[c:7]1[O:8][CH2:9][CH3:10]. Yields the product ClC1=NC=NC(=C1)N1CC2=CC(=C(C=C2CC1)OC)OC (4-chloro-6-(6,7-dimethoxy-1,2,3,4-tetrahydroisoquinol-2-yl)pyrimidine). Starting materials: ClC1=NC=NC(=C1)Cl (4,6-dichloropyrimidine), C(C)O (ethanol), [OH-].[Na+] (Sodium hydroxide), Cl.COC=1C=C2CCNCC2=CC1OC (6,7-dimethoxy-1,2,3,4-tetrahydroisoquinoline hydrochloride). Reported procedure: Sodium hydroxide solution (80 ml, IN) was added to a suspension of 6,7-dimethoxy-1,2,3,4-tetrahydroisoquinoline hydrochloride in water (20 ml) followed by 4,6-dichloropyrimidine (5.95 g) and the mixture was heated on a steam bath for 5 hours. The solvent was evaporated in vacuo to give a brown oil which solidified on standing. Re-crystallization from aqueous ethanol followed by isopropanol gave 4-chloro-6-(6,7-dimethoxy-1,2,3,4-tetrahydroisoquinol-2-yl)pyrimidine (6.0 g). An analytical sample re... As a reaction SMILES: [OH-].[Na+].Cl.[CH3:4][O:5][C:6]1[CH:7]=[C:8]2[C:13](=[CH:14][C:15]=1[O:16][CH3:17])[CH2:12][NH:11][CH2:10][CH2:9]2.[Cl:18][C:19]1[CH:24]=[C:23](Cl)[N:22]=[CH:21][N:20]=1.C(O)C>O.C(O)(C)C>[Cl:18][C:19]1[CH:24]=[C:23]([N:11]2[CH2:10][CH2:9][C:8]3[C:13](=[CH:14][C:15]([O:16][CH3:17])=[C:6]([O:5][CH3:4])[CH:7]=3)[CH2:12]2)[N:22]=[CH:21][N:20]=1 |f:0.1,2.3|. The solvent is O (water), C(C)(C)O (isopropanol). Reactants: BrC(Br)(Br)Br, ClCCl, Cn1cc(C#N)c(-c2ccc(CO)cc2)c1Cl, c1ccc(P(c2ccccc2)c2ccccc2)cc1. Product: Cn1cc(C#N)c(-c2ccc(CBr)cc2)c1Cl. RXN SMILES: [C:37]([Br:38])([Br:39])([Br:40])[Br:41].[CH2:42]([Cl:43])[Cl:44].[Cl:1][c:2]1[c:3](-[c:10]2[cH:11][cH:12][c:13]([CH2:16][OH:17])[cH:14][cH:15]2)[c:4]([C:8]#[N:9])[cH:5][n:6]1[CH3:7].[c:18]1([P:19]([c:20]2[cH:21][cH:22][cH:23][cH:24][cH:25]2)[c:26]2[cH:27][cH:28][cH:29][cH:30][cH:31]2)[cH:32][cH:33][cH:34][cH:35][cH:36]1>>[Cl:1][c:2]1[c:3](-[c:10]2[cH:11][cH:12][c:13]([CH2:16][Br:38])[cH:14][cH:15]2)[c:4]([C:8]#[N:9])[cH:5][n:6]1[CH3:7]. Reactants: Clc1ccc2ccc(CBr)nc2c1, COC(=O)c1ccccc1CC1Cc2ccc(O)cc2C1=O, CC(C)=O, [K+], [K+], O=C([O-])[O-]. The product is COC(=O)c1ccccc1CC1Cc2ccc(OCc3ccc4ccc(Cl)cc4n3)cc2C1=O. RXN SMILES: [Br:23][CH2:24][c:25]1[n:26][c:27]2[cH:28][c:29]([Cl:35])[cH:30][cH:31][c:32]2[cH:33][cH:34]1.[C:1](=[O:2])([O:3][CH3:4])[c:5]1[c:6]([CH2:11][CH:12]2[C:13](=[O:22])[c:14]3[cH:15][c:16]([OH:21])[cH:17][cH:18][c:19]3[CH2:20]2)[cH:7][cH:8][cH:9][cH:10]1.[CH3:42][C:43](=[O:44])[CH3:45].[K+:36].[K+:37].[O-:38][C:39]([O-:40])=[O:41]>>[C:1](=[O:2])([O:3][CH3:4])[c:5]1[c:6]([CH2:11][CH:12]2[C:13](=[O:22])[c:14]3[cH:15][c:16]([O:21][CH2:24][c:25]4[n:26][c:27]5[cH:28][c:29]([Cl:35])[cH:30][cH:31][c:32]5[cH:33][cH:34]4)[cH:17][cH:18][c:19]3[CH2:20]2)[cH:7][cH:8][cH:9][cH:10]1. Starting materials: OC1=C(C=O)C(=CC=C1)OC (2-Hydroxy-6-methoxybenzaldehyde), BrCCCCC(=O)OCC (ethyl 5-bromopentanoate), C([O-])([O-])=O.[K+].[K+] (potassium carbonate), [I-].[Na+] (sodium iodide). Solvent: C(C)O (ethanol). Conditions: time 16 hour. Yields the product C(=O)C1=C(OCCCCC(=O)O)C=CC=C1OC (5-(2-formyl-3-methoxyphenoxy)pentanoic acid). As a reaction SMILES: [OH:1][C:2]1[CH:9]=[CH:8][CH:7]=[C:6]([O:10][CH3:11])[C:3]=1[CH:4]=[O:5].BrC[CH2:14][CH2:15][CH2:16][C:17]([O:19]CC)=[O:18].[C:22](=O)([O-])[O-].[K+].[K+].[I-].[Na+]>C(O)C>[CH:4]([C:3]1[C:2]([O:1][CH3:22])=[CH:9][CH:8]=[CH:7][C:6]=1[O:10][CH2:11][CH2:14][CH2:15][CH2:16][C:17]([OH:19])=[O:18])=[O:5] |f:2.3.4,5.6|. Procedure details: 2-Hydroxy-6-methoxybenzaldehyde (16.875 g., 0.111 M), ethyl 5-bromopentanoate (23.25 g., 17.6 ml., 0.111 M), anhydrous potassium carbonate (16.5 g.), sodium iodide (0.675 g.) and 95% ethanol (150 ml.) were refluxed with stirring (16 hrs). The cooled reaction mixture was filtered and the solid washed well with ethanol. The filtrate was evaporated to dryness and the residue partitioned between ether and water. The ethereal layer was separated and washed with 2 N sodium hydroxide solution, water, d... Starting materials: CN1CCC(NC(=O)c2ccccc2)C(c2ccc3c(c2)OCO3)C1, O=P(Cl)(Cl)Cl. The product is CN1CCC2N=C(c3ccccc3)c3cc4c(cc3C2C1)OCO4. RXN SMILES: [C:1]([c:2]1[cH:3][cH:4][cH:5][cH:6][cH:7]1)(=[O:8])[NH:9][CH:10]1[CH:11]([c:17]2[cH:18][c:19]3[c:20]([cH:21][cH:22]2)[O:23][CH2:24][O:25]3)[CH2:12][N:13]([CH3:16])[CH2:14][CH2:15]1.[P:26]([Cl:27])([Cl:28])([Cl:29])=[O:30]>>[C:1]1([c:2]2[cH:3][cH:4][cH:5][cH:6][cH:7]2)=[N:9][CH:10]2[CH:11]([CH2:12][N:13]([CH3:16])[CH2:14][CH2:15]2)[c:17]2[cH:18][c:19]3[c:20]([cH:21][c:22]21)[O:23][CH2:24][O:25]3.